From a dataset of the Open Reaction Database (ORD), a public repository of structured organic reaction records. describe an organic reaction: reactants, conditions, products, and yield Reported procedure: Following the procedure for the preparation of (1R,2S)-1-[(5-bromo-3,6-diethylpyrazin-2-yl)amino]-2,3-dihydro-1H-inden-2-ol but substituting trans-(+/−)-4-[(3,6-diethylpyrazin-2-yl)amino]tetrahydrofuran-3-ol and making non-critical variations provided the title compound as a light yellow solid. IR (diffuse reflectance) 3398, 2971, 2938, 1569, 1539, 1490, 1466, 1447, 1413, 1397, 1251, 1232, 1054, 969, 891 cm−1; OAMS supporting ions at: ESI+ 315.9 & ESI− 313.9; MS (EI) m/z 315 (M+); HRMS (FAB) cal... RXN SMILES: [Br:1][C:2]1[N:3]=[C:4]([CH2:21][CH3:22])[C:5]([NH:10][C@@H:11]2[C:19]3C(=CC=C[CH:18]=3)C[C@@H:12]2[OH:20])=[N:6][C:7]=1[CH2:8][CH3:9].C(C1C(N[C@@H]2C[O:37]C[C@H]2O)=NC(CC)=CN=1)C>>[Br:1][C:2]1[N:3]=[C:4]([CH2:21][CH3:22])[C:5]([NH:10][C@H:11]2[CH2:12][O:20][CH2:18][C@H:19]2[OH:37])=[N:6][C:7]=1[CH2:8][CH3:9]. Yields the product BrC=1N=C(C(=NC1CC)N[C@@H]1[C@@H](COC1)O)CC (cis-(+/−)-4-[(5-bromo-3,6-diethylpyrazin-2-yl)amino]tetrahydrofuran-3-ol). The reactants are BrC=1N=C(C(=NC1CC)N[C@H]1[C@H](CC2=CC=CC=C12)O)CC ((1R,2S)-1-[(5-bromo-3,6-diethylpyrazin-2-yl)amino]-2,3-dihydro-1H-inden-2-ol), C(C)C=1C(=NC(=CN1)CC)N[C@H]1[C@@H](COC1)O (trans-(+/−)-4-[(3,6-diethylpyrazin-2-yl)amino]tetrahydrofuran-3-ol). Starting materials: C(C)OC(C1=CC(=NC(=C1)Cl)Cl)=O (2,6-dichloroisonicotinic acid ethyl ester). Solvent: C(C)NCC (diethylamine). Product: C(C)OC(C1=CC(=NC(=C1)N(CC)CC)Cl)=O (2-chloro-6-diethylamino-isonicotinic acid ethyl ester). As a reaction SMILES: [CH2:1]([O:3][C:4](=[O:13])[C:5]1[CH:10]=[C:9]([Cl:11])[N:8]=[C:7](Cl)[CH:6]=1)[CH3:2]>C(NCC)C>[CH2:1]([O:3][C:4](=[O:13])[C:5]1[CH:6]=[C:7]([N:8]([CH2:9][CH3:10])[CH2:7][CH3:6])[N:8]=[C:9]([Cl:11])[CH:10]=1)[CH3:2]. Reported procedure: A solution of 2,6-dichloroisonicotinic acid ethyl ester (14.0 g, 63.6 mmol) in diethylamine (25 mL) is stirred at 100° C. for 7 h. The volatile compounds are evaporated and the residue is purified by CC on silica gel eluting with heptane:EA 9:1 to give 2-chloro-6-diethylamino-isonicotinic acid ethyl ester (10.1 g, contains 2-chloro-6-diethylamino-isonicotinic acid methyl ester which forms during the transfer of the reaction mixture into a round bottom flask using methanol); LC-MS: tR=1.09 min. The reactants are NC=1C=C(C2=C(C=CO2)C1)CN1[C@@H]2CN([C@H](C1)C2)C(=O)OC(C)(C)C (tert-Butyl (1S,4S)-5-[(5-amino-1-benzofuran-7-yl)methyl]-2,5-diazabicyclo[2.2.1]heptane-2-carboxylate), FC(C1=C(C=CC=C1)S(=O)(=O)Cl)(F)F (2-(trifluoromethyl)benzenesulfonyl chloride). The product is Cl.Cl.[C@@H]12N(C[C@@H](NC1)C2)CC2=CC(=CC=1C=COC12)NS(=O)(=O)C1=C(C=CC=C1)C(F)(F)F (N-{7-[(1S,4S)-2,5-Diazabicyclo[2.2.1]hept-2-ylmethyl]-1-benzofuran-5-yl}-2-(trifluoromethyl)benzenesulfonamide, dihydrochloride). Isolated yield 45.8%. As a reaction SMILES: [NH2:1][C:2]1[CH:3]=[C:4]([CH2:11][N:12]2[CH2:17][C@@H:16]3[CH2:18][C@H:13]2[CH2:14][N:15]3C(OC(C)(C)C)=O)[C:5]2[O:9][CH:8]=[CH:7][C:6]=2[CH:10]=1.[F:26][C:27]([F:39])([F:38])[C:28]1[CH:33]=[CH:32][CH:31]=[CH:30][C:29]=1[S:34]([Cl:37])(=[O:36])=[O:35]>>[ClH:37].[ClH:37].[C@H:13]12[CH2:18][C@H:16]([NH:15][CH2:14]1)[CH2:17][N:12]2[CH2:11][C:4]1[C:5]2[O:9][CH:8]=[CH:7][C:6]=2[CH:10]=[C:2]([NH:1][S:34]([C:29]2[CH:30]=[CH:31][CH:32]=[CH:33][C:28]=2[C:27]([F:26])([F:38])[F:39])(=[O:36])=[O:35])[CH:3]=1 |f:2.3.4|. Procedure details: starting from tert-butyl (1S,4S)-5-[(5-amino-1-benzofuran-7-yl)methyl]-2,5-diazabicyclo[2.2.1]heptane-2-carboxylate (44 mg crude starting material, 0.10 mmol; obtained in Example 118, Step 2) and 2-(trifluoromethyl)benzenesulfonyl chloride (24 μL, 0.15 mmol). The title compound (18 mg, 34%) was obtained as an off-white solid. HPLC 99%, RT=1.46 min (System A; 10-97% MeCN over 3 min), 100%, RT=1.29 min (System B; 10-97% MeCN over 3 min). 1H NMR (400 MHz, methanol-d4) δ ppm 2.31-2.37 (m, J=13.05 Hz...